From a dataset of the Open Reaction Database (ORD), a public repository of structured organic reaction records. describe an organic reaction: reactants, conditions, products, and yield RXN SMILES: [Br:24][c:25]1[cH:26][n:27][cH:28][cH:29][cH:30]1.[CH3:18][C:19]([CH3:20])([O-:21])[CH3:22].[CH3:31][N:32]([CH3:33])[CH:34]=[O:35].[Cu:36].[K+:23].[OH:1][c:2]1[cH:3][cH:4][c:5]([C:6](=[O:7])[O:8][CH2:9][c:10]2[cH:11][cH:12][cH:13][cH:14][cH:15]2)[cH:16][cH:17]1>>[O:1]([c:2]1[cH:3][cH:4][c:5]([C:6](=[O:7])[O:8][CH2:9][c:10]2[cH:11][cH:12][cH:13][cH:14][cH:15]2)[cH:16][cH:17]1)[c:25]1[cH:26][n:27][cH:28][cH:29][cH:30]1. Reactants: Brc1cccnc1, CC(C)(C)[O-], CN(C)C=O, [Cu], [K+], O=C(OCc1ccccc1)c1ccc(O)cc1. Product: O=C(OCc1ccccc1)c1ccc(Oc2cccnc2)cc1. Reactants: COC1(C(CN(CC1)C1=C(C=C(C=C1)N1C(O[C@H](C1)CO)=O)F)F)OC ((R)-{3-[4-(4,4-dimethoxy-3-fluoropiperidin-1-yl)-3-fluorophenyl]-2-oxo-oxazolidin-5-ylmethyl}-alcohol), fused zinc chloride, CSC (dimethyl sulphide), C(C)(=O)Cl (acetyl chloride). Conditions: temperature 40 celsius, time 4 day. Yields the product O=C1C(CN(CC1)C1=C(C=C(C=C1)N1C(O[C@H](C1)CO)=O)F)F ((R)-{3-[4-(4-oxo-3-fluoropiperidin-1-yl)-3-fluorophenyl]-2-oxo-oxazolidin-5-ylmethyl}-alcohol). The yield is 54.0%. Reaction SMILES: C[O:2][C:3]1(OC)[CH2:8][CH2:7][N:6]([C:9]2[CH:14]=[CH:13][C:12]([N:15]3[CH2:19][C@H:18]([CH2:20][OH:21])[O:17][C:16]3=[O:22])=[CH:11][C:10]=2[F:23])[CH2:5][CH:4]1[F:24].CSC.C(Cl)(=O)C>>[O:2]=[C:3]1[CH2:8][CH2:7][N:6]([C:9]2[CH:14]=[CH:13][C:12]([N:15]3[CH2:19][C@H:18]([CH2:20][OH:21])[O:17][C:16]3=[O:22])=[CH:11][C:10]=2[F:23])[CH2:5][CH:4]1[F:24]. Procedure details: To the mixture of (R)-{3-[4-(4,4-dimethoxy-3-fluoropiperidin-1-yl)-3-fluorophenyl]-2-oxo-oxazolidin-5-ylmethyl}-alcohol (0.726 mmol), freshly fused zinc chloride (2.17 mmol), dimethyl sulphide (3.2 mmol), acetyl chloride (2.17 mmol) in tetrahydrofuaran (50 ml) was stirred at 40° C. for 4 days. To this reaction mixture extracted with the ethyl acetate water mixture and organic layer was dried over sodium sulfate. The removal of the solvent afforded a residue, which was chromatographed over silica... Starting materials: Cl (HCl), ClC=1N=C(C2=C(N1)C=CC(=N2)C2=CC=C(C=C2)F)Cl (2,4-dichloro-6-(4-fluorophenyl)pyrido[3,2-d]pyrimidine), [OH-].[Na+] (NaOH), [OH-].[Na+] (NaOH). Solvent: C1CCOC1 (THF). Reaction conditions: time 30 minute. The product is ClC=1N=C(C2=C(N1)C=CC(=N2)C2=CC=C(C=C2)F)O (2-chloro-6-(4-fluorophenyl)pyrido[3,2-d]pyrimidin-4-ol). As a reaction SMILES: [Cl:1][C:2]1[N:3]=[C:4](Cl)[C:5]2[N:11]=[C:10]([C:12]3[CH:17]=[CH:16][C:15]([F:18])=[CH:14][CH:13]=3)[CH:9]=[CH:8][C:6]=2[N:7]=1.[OH-:20].[Na+].Cl>C1COCC1>[Cl:1][C:2]1[N:3]=[C:4]([OH:20])[C:5]2[N:11]=[C:10]([C:12]3[CH:17]=[CH:16][C:15]([F:18])=[CH:14][CH:13]=3)[CH:9]=[CH:8][C:6]=2[N:7]=1 |f:1.2|. Procedure: To a suspension of 2,4-dichloro-6-(4-fluorophenyl)pyrido[3,2-d]pyrimidine (1.3 g) in THF was added 1N NaOH (6.6 ml). The reaction mixture was stirred at room temperature for 30 min. Then another 2.2 ml 1N NaOH was added. After 2 hours, the reaction mixture was neutralized by adding 2N HCl and extracted with EtOAc. The organic layer was dried and concentrated until solid was formed. The solid was collected by filtration, washed with acetonitrile to give 0.97 g 2-chloro-6-(4-fluorophenyl)pyrido[3,... Starting materials: ClC1=CC=C(C(=O)NC(CC(=O)OCC)C(C)=O)C=C1 (ethyl 3-(4-chlorobenzoylamino)-3-acetylpropionate), P(=O)(Cl)(Cl)Cl (phosphorus oxychloride). The solvent is CN(C=O)C (dimethylformamide). Product: ClC1=CC=C(C=C1)C=1OC(=C(N1)CC(=O)OCC)C (ethyl 2-[2-(4-chlorophenyl)-5-methyl-4-oxazolyl]acetate). Isolated yield 70.7%. RXN SMILES: [Cl:1][C:2]1[CH:20]=[CH:19][C:5]([C:6]([NH:8][CH:9]([C:16](=[O:18])[CH3:17])[CH2:10][C:11]([O:13][CH2:14][CH3:15])=[O:12])=O)=[CH:4][CH:3]=1.P(Cl)(Cl)(Cl)=O>CN(C)C=O>[Cl:1][C:2]1[CH:20]=[CH:19][C:5]([C:6]2[O:18][C:16]([CH3:17])=[C:9]([CH2:10][C:11]([O:13][CH2:14][CH3:15])=[O:12])[N:8]=2)=[CH:4][CH:3]=1. Procedure: 2.98 g of ethyl 3-(4-chlorobenzoylamino)-3-acetylpropionate, 15 ml of dimethylformamide and 1.8 g of phosphorus oxychloride are treated in the same manner as described in Example 1. 1.98 g of ethyl 2-[2-(4-chlorophenyl)-5-methyl-4-oxazolyl]acetate are thereby obtained. Yield: 70.9%. Starting materials: Br, O=C([O-])[O-], CC(=O)O, CC(=O)O, O=C(c1ccc(Cl)c([N+](=O)[O-])c1)C1CC1, [K+], [K+]. Yields the product O=C(CCCBr)c1ccc(Cl)c([N+](=O)[O-])c1. RXN SMILES: [BrH:16].[C:21](=[O:22])([O-:23])[O-:24].[CH3:17][C:18](=[O:19])[OH:20].[CH3:27][C:28](=[O:29])[OH:30].[CH:1]1([C:4](=[O:5])[c:6]2[cH:7][c:8]([N+:13](=[O:14])[O-:15])[c:9]([Cl:12])[cH:10][cH:11]2)[CH2:2][CH2:3]1.[K+:25].[K+:26]>>[CH2:1]([CH2:2][CH2:3][Br:16])[C:4](=[O:5])[c:6]1[cH:7][c:8]([N+:13](=[O:14])[O-:15])[c:9]([Cl:12])[cH:10][cH:11]1. Starting materials: N#Cc1ccc(C2CCC(C=O)CC2)cc1F, CCCC(CO)CO, Cc1ccccc1, Cc1ccc(S(=O)(=O)O)cc1. Product: CCCC1COC(C2CCC(c3ccc(C#N)c(F)c3)CC2)OC1. RXN SMILES: [C:1](#[N:2])[c:3]1[c:4]([F:17])[cH:5][c:6]([CH:9]2[CH2:10][CH2:11][CH:12]([CH:15]=[O:16])[CH2:13][CH2:14]2)[cH:7][cH:8]1.[CH2:18]([CH2:19][CH3:20])[CH:21]([CH2:22][OH:23])[CH2:24][OH:25].[CH3:37][c:38]1[cH:39][cH:40][cH:41][cH:42][cH:43]1.[c:26]1([CH3:27])[cH:28][cH:29][c:30]([S:31]([OH:32])(=[O:33])=[O:34])[cH:35][cH:36]1>>[C:1](#[N:2])[c:3]1[c:4]([F:17])[cH:5][c:6]([CH:9]2[CH2:10][CH2:11][CH:12]([CH:15]3[O:16][CH2:24][CH:21]([CH2:18][CH2:19][CH3:20])[CH2:22][O:23]3)[CH2:13][CH2:14]2)[cH:7][cH:8]1. Product: CN(C(=S)c1ccccn1)c1cccc(F)c1. Starting materials: COc1ccc(P2(=S)SP(=S)(c3ccc(OC)cc3)S2)cc1, Cc1ccccc1, CN(C(=O)c1ccccn1)c1cccc(F)c1. As a reaction SMILES: [CH3:1][O:2][c:3]1[cH:4][cH:5][c:6]([P:7]2(=[S:10])[S:8][P:9]([c:11]3[cH:12][cH:13][c:14]([O:15][CH3:16])[cH:17][cH:18]3)(=[S:19])[S:20]2)[cH:21][cH:22]1.[CH3:40][c:41]1[cH:42][cH:43][cH:44][cH:45][cH:46]1.[F:23][c:24]1[cH:25][c:26]([N:30]([C:31](=[O:32])[c:33]2[n:34][cH:35][cH:36][cH:37][cH:38]2)[CH3:39])[cH:27][cH:28][cH:29]1>>[S:10]=[C:31]([N:30]([c:26]1[cH:25][c:24]([F:23])[cH:29][cH:28][cH:27]1)[CH3:39])[c:33]1[n:34][cH:35][cH:36][cH:37][cH:38]1. Starting materials: IR(KBr), C(CCCCCCCCC=CCCCCCCCCCO)O (10-eicosene-1,20-diol), C(CCCCCCCCC=CCCCCCCCCCO)O (10-eicosene-1,20-diol), C(CCC)N(CCCC)CCCC (tributylamine), C=1(C(=CC=CC1)S(=O)(=O)NN)C (toluenesulfonhydrazide). Solvent: xylenes. Product: C(CCCCCCCCCCCCCCCCCCCO)O (1,20-Eicosanediol). Reaction SMILES: [CH2:1]([OH:22])[CH2:2][CH2:3][CH2:4][CH2:5][CH2:6][CH2:7][CH2:8][CH2:9][CH:10]=[CH:11][CH2:12][CH2:13][CH2:14][CH2:15][CH2:16][CH2:17][CH2:18][CH2:19][CH2:20][OH:21].C(N(CCCC)CCCC)CCC.C1(C)C(S(NN)(=O)=O)=CC=CC=1>>[CH2:20]([OH:21])[CH2:19][CH2:18][CH2:17][CH2:16][CH2:15][CH2:14][CH2:13][CH2:12][CH2:11][CH2:10][CH2:9][CH2:8][CH2:7][CH2:6][CH2:5][CH2:4][CH2:3][CH2:2][CH2:1][OH:22]. Procedure: Hydrogenation of 10-eicosene-1,20-diol: Two hundred fifty grams of the 10-eicosene-1,20-diol were placed in a twelve liter flask outfitted with a heating mantle, mechanical stirrer, condenser, and nitrogen inlet. Three liters of xylenes were added. Two equivalents each tributylamine and toluenesulfonhydrazide were added. Stirring and nitrogen flow were initiated and the solution slowly heated until the reaction was at reflux. The reaction was refluxed overnight, and then cooled to room temperatu... Starting materials: ClC1=C(C=CC=C1)CC(=O)O (2-chloro-benzeneacetic acid), S(=O)(Cl)Cl (thionyl chloride), CN(C=O)C (dimethyl formamide), C(Cl)Cl (methylene chloride). Solvent: C(C)(=O)O (acetic acid), O (water), C(C)O (ethanol). Run at time 24 hour. Yields the product ClC1(CC=CC=C1)CC(=O)C=1C=CC(=C(C1)CC(=O)O)OC (5-(2-(1-Chlorophenyl)-acetyl)-2-methoxy-benzeneacetic acid). As a reaction SMILES: Cl[C:2]1[CH:7]=[CH:6][CH:5]=[CH:4][C:3]=1[CH2:8][C:9]([OH:11])=[O:10].S(Cl)(Cl)=O.CN(C)[CH:18]=[O:19].[CH2:21]([Cl:23])Cl>C(O)(=O)C.C(O)C.O>[Cl:23][C:21]1([CH2:8][C:9]([C:5]2[CH:6]=[CH:7][C:2]([O:19][CH3:18])=[C:3]([CH2:8][C:9]([OH:11])=[O:10])[CH:4]=2)=[O:10])[CH:4]=[CH:3][CH:2]=[CH:7][CH2:6]1. Procedure details: 17 g of 2-chloro-benzeneacetic acid, 10 ml of thionyl chloride, 0.5 ml of dimethyl formamide and 150 ml of methylene chloride are boiled for 6 hours. The solution is evaporated, and the residue is dissolved in 18 g of methyl 2-methoxy-benzeneacetate and 50 ml of methylene chloride. The resultant solution is added dropwise to a solution of 50 ml tin chloride in 250 ml methylene chloride. The solution is boiled for 24 hours, poured onto ice water, extracted with chloroform, dried and treated with ... The reactants are [Na+], [OH-], COC(=O)C(CCCc1ccccc1)C(C)O. Yields the product CC(O)C(CCCc1ccccc1)C(=O)O. Reaction SMILES: [Na+:19].[OH-:18].[OH:1][CH:2]([CH3:3])[CH:4]([C:5](=[O:6])[O:7][CH3:8])[CH2:9][CH2:10][CH2:11][c:12]1[cH:13][cH:14][cH:15][cH:16][cH:17]1>>[OH:1][CH:2]([CH3:3])[CH:4]([C:5](=[O:6])[OH:7])[CH2:9][CH2:10][CH2:11][c:12]1[cH:13][cH:14][cH:15][cH:16][cH:17]1.